This data is from the Open Reaction Database (ORD), a public repository of structured organic reaction records. The task is: describe an organic reaction: reactants, conditions, products, and yield Reaction SMILES: [Cl:1][C:2]1[CH:3]=[N:4][CH:5]=[C:6]([CH:11]=1)[C:7](Cl)=[N:8][OH:9].[C:12]([C:14]1[CH:19]=[CH:18][C:17]([F:20])=[C:16]([CH3:21])[CH:15]=1)#[CH:13].N>>[Cl:1][C:2]1[CH:11]=[C:6]([C:7]2[CH:13]=[C:12]([C:14]3[CH:19]=[CH:18][C:17]([F:20])=[C:16]([CH3:21])[CH:15]=3)[O:9][N:8]=2)[CH:5]=[N:4][CH:3]=1. Procedure details: The titled compound was prepared according to Method CB using the product of Example 69B (57 mg, 0.3 mmol) and 4-ethynyl-1-fluoro-2-methylbenzene (Aldrich, 40 mg, 0.3 mmol). 1H NMR (300 MHz, DMSO-d6) δ2.34 (d, J=2.0 Hz, 3H), 7.38 (t, J=9.2 Hz, 1H), 7.72 (s, 1H), 7.74-7.81 (m, 1H), 7.84-7.91 (m, 1H), 8.42 (t, J=2.1 Hz, 1H), 8.80 (d, J=2.4 Hz, 1H), 9.07 (d, J=1.7 Hz, 1H) ppm; MS (DCI/NH3) m/z 289 (M+H)+, 291 (M+H)+. Yields the product ClC=1C=C(C=NC1)C1=NOC(=C1)C1=CC(=C(C=C1)F)C (3-(5-Chloropyridin-3-yl)-5-(4-fluoro-3-methylphenyl)isoxazole). Reactants: ClC=1C=NC=C(C(=NO)Cl)C1 (5-Chloro-N-hydroxynicotinimidoyl chloride), C(#C)C1=CC(=C(C=C1)F)C (4-ethynyl-1-fluoro-2-methylbenzene), N (NH3). Reactants: CNc1cc(-n2cc(Br)c3ccc(-c4ccc(OC)cc4)cc32)ncn1, CCOC(=O)c1ccc(B(O)O)cc1, CCOC(C)=O, [K+], [K+], [K+], CN(C)C=O, O, O=P([O-])([O-])[O-], c1ccc(P(c2ccccc2)(c2ccccc2)[Pd](P(c2ccccc2)(c2ccccc2)c2ccccc2)(P(c2ccccc2)(c2ccccc2)c2ccccc2)P(c2ccccc2)(c2ccccc2)c2ccccc2)cc1. The product is CCOC(=O)c1ccc(-c2cn(-c3cc(NC)ncn3)c3cc(-c4ccc(OC)cc4)ccc23)cc1. As a reaction SMILES: [Br:6][c:7]1[cH:8][n:9](-[c:24]2[cH:25][c:26]([NH:30][CH3:31])[n:27][cH:28][n:29]2)[c:10]2[cH:11][c:12](-[c:16]3[cH:17][cH:18][c:19]([O:22][CH3:23])[cH:20][cH:21]3)[cH:13][cH:14][c:15]12.[CH2:40]([CH3:41])[O:42][C:43](=[O:44])[c:45]1[cH:46][cH:47][c:48]([B:51]([OH:52])[OH:53])[cH:49][cH:50]1.[CH3:132][CH2:133][O:134][C:135](=[O:136])[CH3:137].[K+:37].[K+:38].[K+:39].[O:1]=[CH:2][N:3]([CH3:4])[CH3:5].[OH2:131].[P:32]([O-:33])([O-:34])([O-:35])=[O:36].[cH:54]1[cH:55][cH:56][c:57]([P:58]([Pd:59]([P:60]([c:61]2[cH:62][cH:63][cH:64][cH:65][cH:66]2)([c:67]2[cH:68][cH:69][cH:70][cH:71][cH:72]2)[c:73]2[cH:74][cH:75][cH:76][cH:77][cH:78]2)([P:79]([c:80]2[cH:81][cH:82][cH:83][cH:84][cH:85]2)([c:86]2[cH:87][cH:88][cH:89][cH:90][cH:91]2)[c:92]2[cH:93][cH:94][cH:95][cH:96][cH:97]2)[P:98]([c:99]2[cH:100][cH:101][cH:102][cH:103][cH:104]2)([c:105]2[cH:106][cH:107][cH:108][cH:109][cH:110]2)[c:111]2[cH:112][cH:113][cH:114][cH:115][cH:116]2)([c:117]2[cH:118][cH:119][cH:120][cH:121][cH:122]2)[c:123]2[cH:124][cH:125][cH:126][cH:127][cH:128]2)[cH:129][cH:130]1>>[c:7]1(-[c:48]2[cH:47][cH:46][c:45]([C:43]([O:42][CH2:40][CH3:41])=[O:44])[cH:50][cH:49]2)[cH:8][n:9](-[c:24]2[cH:25][c:26]([NH:30][CH3:31])[n:27][cH:28][n:29]2)[c:10]2[cH:11][c:12](-[c:16]3[cH:17][cH:18][c:19]([O:22][CH3:23])[cH:20][cH:21]3)[cH:13][cH:14][c:15]12. Reactants: ClC1=NC=C(C(=N1)Cl)I (2,4-dichloro-5-iodo-pyrimidine), C(C)(C)(C)OC([C@H](CCNC)NC(=O)OC(C)(C)C)=O ((S)-2-tert-butoxycarbonylamino-4-methylaminobutyric acid tert-butyl ester), S1C(=CC=C1)B(O)O (2-thiophenboronic acid). Yields the product C(C)(C)(C)OC([C@H](CCNC1=NC(=NC=C1C=1SC=CC1)Cl)NC(=O)OC(C)(C)C)=O ((S)-2-tert-butoxycarbonylamino-4-(2-chloro-5-thiophen-2-yl-pyrimidine-4-ylamino)-butyric acid tert-butyl ester). Reaction SMILES: [Cl:1][C:2]1[N:7]=[C:6](Cl)[C:5](I)=[CH:4][N:3]=1.[C:10]([O:14][C:15](=[O:29])[C@@H:16]([NH:21][C:22]([O:24][C:25]([CH3:28])([CH3:27])[CH3:26])=[O:23])[CH2:17][CH2:18][NH:19]C)([CH3:13])([CH3:12])[CH3:11].[S:30]1[CH:34]=[CH:33][CH:32]=[C:31]1B(O)O>>[C:10]([O:14][C:15](=[O:29])[C@@H:16]([NH:21][C:22]([O:24][C:25]([CH3:28])([CH3:27])[CH3:26])=[O:23])[CH2:17][CH2:18][NH:19][C:6]1[C:5]([C:31]2[S:30][CH:34]=[CH:33][CH:32]=2)=[CH:4][N:3]=[C:2]([Cl:1])[N:7]=1)([CH3:13])([CH3:12])[CH3:11]. Reported procedure: Preparation according to procedures 2 and 3 with the use of 2,4-dichloro-5-iodo-pyrimidine, (S)-2-tert-butoxycarbonylamino-4-methylaminobutyric acid tert-butyl ester and 2-thiophenboronic acid. The product is ClCC=1C(N(OC1C1=CC=CC=C1)C1=C(C=C(C=C1)C(NCCCOCCCCCCCCCCCC)=O)[N+](=O)[O-])=O (4-chloromethyl-5-phenyl-2-{4-(3-dodecyloxypropylcarbamoyl)-2-nitrophenyl}-4-isoxazolin-3-one). Isolated yield 32.5%. RXN SMILES: C1(N=C=NC2CCCCC2)CCCCC1.[Cl:16][CH2:17][C:18]1[C:19](=[O:41])[N:20]([C:29]2[CH:34]=[CH:33][C:32]([C:35]([OH:37])=O)=[CH:31][C:30]=2[N+:38]([O-:40])=[O:39])[O:21][C:22]=1[C:23]1[CH:28]=[CH:27][CH:26]=[CH:25][CH:24]=1.[CH2:42]([O:54][CH2:55][CH2:56][CH2:57][NH2:58])[CH2:43][CH2:44][CH2:45][CH2:46][CH2:47][CH2:48][CH2:49][CH2:50][CH2:51][CH2:52][CH3:53]>C(Cl)(Cl)Cl>[Cl:16][CH2:17][C:18]1[C:19](=[O:41])[N:20]([C:29]2[CH:34]=[CH:33][C:32]([C:35](=[O:37])[NH:58][CH2:57][CH2:56][CH2:55][O:54][CH2:42][CH2:43][CH2:44][CH2:45][CH2:46][CH2:47][CH2:48][CH2:49][CH2:50][CH2:51][CH2:52][CH3:53])=[CH:31][C:30]=2[N+:38]([O-:40])=[O:39])[O:21][C:22]=1[C:23]1[CH:28]=[CH:27][CH:26]=[CH:25][CH:24]=1. Conditions: time 30 minute. Procedure details: After adding 90.8 g of dicyclohexylcarbodiimide to a mixture of 150 g (0.400) of 4-chloromethyl-5-phenyl-2-(4-carboxy-2-nitrophenyl)-4-isoxazolin-3-one prepared in the above step and 600 ml of chloroform, the reaction was performed for 30 minutes at room temperature. Then, 97.4 g of 3-dodecyloxypropylamine was added dropwise to the reaction mixture and thereafter, the reaction was further performed for 5 hours. The reaction product was purified by a short column of silica gel and the product was... Reactants: C1(CCCCC1)N=C=NC1CCCCC1 (dicyclohexylcarbodiimide), ClCC=1C(N(OC1C1=CC=CC=C1)C1=C(C=C(C=C1)C(=O)O)[N+](=O)[O-])=O (4-chloromethyl-5-phenyl-2-(4-carboxy-2-nitrophenyl)-4-isoxazolin-3-one), C(CCCCCCCCCCC)OCCCN (3-dodecyloxypropylamine). Solvent: C(Cl)(Cl)Cl (chloroform). Reactants: C[C@@H](C1=CC=CC=C1)N ((S)-α-methylbenzylamine), C(C)N(C(C)C)C(C)C (N-ethyldiisopropylamine), C(C=CC1=CC=CC=C1)Cl (cinnamyl chloride). The solvent is C1(=CC=CC=C1)C (toluene). Yields the product C(C=CC1=CC=CC=C1)N[C@H](C1=CC=CC=C1)C ((S)-N-cinnamyl-α-methylbenzylamine). Isolated yield 46.5%. RXN SMILES: [CH3:1][C@H:2]([NH2:9])[C:3]1[CH:8]=[CH:7][CH:6]=[CH:5][CH:4]=1.C(N(C(C)C)C(C)C)C.[CH2:19](Cl)[CH:20]=[CH:21][C:22]1[CH:27]=[CH:26][CH:25]=[CH:24][CH:23]=1>C1(C)C=CC=CC=1>[CH2:19]([NH:9][C@@H:2]([CH3:1])[C:3]1[CH:8]=[CH:7][CH:6]=[CH:5][CH:4]=1)[CH:20]=[CH:21][C:22]1[CH:27]=[CH:26][CH:25]=[CH:24][CH:23]=1. Procedure: To a solution of (S)-α-methylbenzylamine (1) (0.500 g, 4.13 mmol) in toluene (20 ml) were added N-ethyldiisopropylamine (0.719 ml, 4.13 mmol) and cinnamyl chloride (0.575 ml, 4.13 mmol). The mixture was refluxed overnight, after which the toluene was removed under reduced pressure. The residue was partitioned between ethyl acetate (50 ml) and saturated sodium bicarbonate solution (30 ml) and the organic layer was washed with brine (30 ml), dried (magnesium suphate) and removed under reduced pres...